Dataset: the Open Reaction Database (ORD), a public repository of structured organic reaction records. Task: describe an organic reaction: reactants, conditions, products, and yield The reactants are CCn1c(-c2ccc(OC)c(OC)c2)cc(=O)n(C)c1=O, S=P12SP3(=S)SP(=S)(S1)SP(=S)(S2)S3, c1ccncc1. Product: CCn1c(-c2ccc(OC)c(OC)c2)cc(=S)n(C)c1=O. Reaction SMILES: [CH3:1][O:2][c:3]1[cH:4][c:5](-[c:11]2[cH:12][c:13](=[O:21])[n:14]([CH3:20])[c:15](=[O:19])[n:16]2[CH2:17][CH3:18])[cH:6][cH:7][c:8]1[O:9][CH3:10].[P:22]12(=[S:23])[S:24][P:25]3(=[S:35])[S:26][P:27](=[S:33])([S:28][P:29](=[S:32])([S:30]3)[S:31]1)[S:34]2.[cH:36]1[cH:37][cH:38][n:39][cH:40][cH:41]1>>[CH3:1][O:2][c:3]1[cH:4][c:5](-[c:11]2[cH:12][c:13](=[S:23])[n:14]([CH3:20])[c:15](=[O:19])[n:16]2[CH2:17][CH3:18])[cH:6][cH:7][c:8]1[O:9][CH3:10]. Starting materials: N\C(=C/C#N)\C (3-aminocrotononitrile), OCCNN (β-hydroxyethylhydrazine). Run in C(CCCC)O (n-pentanol). Yields the product NC1=CC(=NN1CCO)C (5-amino-1-(β-hydroxyethyl)-3-methylpyrazole). The yield is 63.8%. As a reaction SMILES: [NH2:1]/[C:2](/[CH3:6])=[CH:3]\[C:4]#[N:5].[OH:7][CH2:8][CH2:9][NH:10]N>C(O)CCCC>[NH2:5][C:4]1[N:10]([CH2:9][CH2:8][OH:7])[N:1]=[C:2]([CH3:6])[CH:3]=1. Procedure details: To a solution of 16.4 g (0.2 mol) of 3-aminocrotononitrile in 100 cm3 of n-pentanol were added 16.7 g (0.22 mol) of β-hydroxyethylhydrazine and the mixture was then heated at reflux for 12 hours. The n-pentanol was subsequently distilled off under reduced pressure. A thick oil was obtained, which crystallizes by addition of 150 cm3 of isopropyl ether. A beige solid was obtained, which was filtered off on a sinter funnel. After drying under vacuum at 40° C., 18 g of the expected product were obta...